This data is from the Open Reaction Database (ORD), a public repository of structured organic reaction records. The task is: describe an organic reaction: reactants, conditions, products, and yield The yield is 43.4%. Reactants: C (charcoal), C(C)OC(=O)C1=C(C(=O)C=2C=C(C=CC2)NC(=O)C=2C=CN3C(SCC32)C=3C=NC=CC3)C=CC=C1 (N-[3-(2-ethoxycarbonylbenzoyl)phenyl]- 3-(3-pyridyl)-1H,3H-pyrrolo[1,2-c]thiazole-7-carboxamide), [OH-].[K+] (potassium hydroxide), C(C)(=O)O (acetic acid). Conditions: temperature 20 celsius, time 3 hour. Procedure: A solution of N-[3-(2-ethoxycarbonylbenzoyl)phenyl]- 3-(3-pyridyl)-1H,3H-pyrrolo[1,2-c]thiazole-7-carboxamide (4.4 g) and potassium hydroxide pellets (1.8 g) in a mixture of ethanol (100 cc) and distilled water (50 cc) is stirred at a temperature in the vicinity of 20° C. for 3 hours. The solvent is evaporated off under reduced pressure (20 mm Hg; 2.7 kPa) at a temperature in the vicinity of 60° C. The residue is dissolved in distilled water (350 cc) and the solution obtained is adjusted to a pH... Reaction SMILES: C([O:3][C:4]([C:6]1[CH:36]=[CH:35][CH:34]=[CH:33][C:7]=1[C:8]([C:10]1[CH:11]=[C:12]([NH:16][C:17]([C:19]2[CH:20]=[CH:21][N:22]3[C:26]=2[CH2:25][S:24][CH:23]3[C:27]2[CH:28]=[N:29][CH:30]=[CH:31][CH:32]=2)=[O:18])[CH:13]=[CH:14][CH:15]=1)=[O:9])=[O:5])C.[OH-].[K+].C(O)(=O)C.C>C(O)C.C(O)CCC.CN(C)C=O>[C:4]([C:6]1[CH:36]=[CH:35][CH:34]=[CH:33][C:7]=1[C:8]([C:10]1[CH:11]=[C:12]([NH:16][C:17]([C:19]2[CH:20]=[CH:21][N:22]3[C:26]=2[CH2:25][S:24][CH:23]3[C:27]2[CH:28]=[N:29][CH:30]=[CH:31][CH:32]=2)=[O:18])[CH:13]=[CH:14][CH:15]=1)=[O:9])([OH:5])=[O:3] |f:1.2|. Run in C(CCC)O (butan-1-ol), CN(C=O)C (dimethylformamide), C(C)O (ethanol). Product: C(=O)(O)C1=C(C(=O)C=2C=C(C=CC2)NC(=O)C=2C=CN3C(SCC32)C=3C=NC=CC3)C=CC=C1 (N-[3-(2-carboxybenzoyl) phenyl]-3-(3-pyridyl)-1H,3H-pyrrolo[1,2-c]thiazole-7-carboxamide). Reactants: ClCCCOC1=CC=C(C=C1)C(=O)C1=C2C=CNC2=CC=C1 ([4-(3-chloropropoxy)-phenyl]-(1H-indol-4-yl)-methanone), C([O-])([O-])=O.[K+].[K+] (potassium carbonate), C(C)(C)(C)N (tertbutylamine). Run in C(C)O (ethanol). Conditions: temperature 140 celsius. Yields the product CC(C)(C)NCCCOC1=CC=C(C=C1)C(=O)C1=C2C=CNC2=CC=C1 ([4-[3-[(1,1-dimethyl ethyl)-amino]-propoxy]-phenyl]-(1H-indol-4-yl)-methanone). Reaction SMILES: Cl[CH2:2][CH2:3][CH2:4][O:5][C:6]1[CH:11]=[CH:10][C:9]([C:12]([C:14]2[CH:22]=[CH:21][CH:20]=[C:19]3[C:15]=2[CH:16]=[CH:17][NH:18]3)=[O:13])=[CH:8][CH:7]=1.C(=O)([O-])[O-].[K+].[K+].[C:29]([NH2:33])([CH3:32])([CH3:31])[CH3:30]>C(O)C>[CH3:30][C:29]([NH:33][CH2:2][CH2:3][CH2:4][O:5][C:6]1[CH:11]=[CH:10][C:9]([C:12]([C:14]2[CH:22]=[CH:21][CH:20]=[C:19]3[C:15]=2[CH:16]=[CH:17][NH:18]3)=[O:13])=[CH:8][CH:7]=1)([CH3:32])[CH3:31] |f:1.2.3|. Reported procedure: A mixture of 7.75 g of the product of Step E, 6.83 g of potassium carbonate, 25.8 ml of tertbutylamine and 150 ml of ethanol was heated at 140° C. for 48 hours in an autoclave. After filtering, the filtrate was brought to dryness under reduced pressure and the 11.7 g of residue were chromatographed of silica (eluant: ethyl acetate-triethylamine (95-5)) to obtain 6.32 g of the desired product. Reactants: CC1=C(C=CC(=C1)C)S (2,4-dimethyl-benzenethiol), BrC1=C(C=CC(=C1)C(F)(F)F)I (2-bromo-1-iodo-4-trifluoromethyl-benzene). Yields the product BrC1=C(C=CC(=C1)C(F)(F)F)SC1=C(C=C(C=C1)C)C (1-Bromo-2-(2,4-dimethyl-phenylsulfanyl)-5-(trifluoromethyl)-benzene). Reaction SMILES: [CH3:1][C:2]1[CH:7]=[C:6]([CH3:8])[CH:5]=[CH:4][C:3]=1[SH:9].[Br:10][C:11]1[CH:16]=[C:15]([C:17]([F:20])([F:19])[F:18])[CH:14]=[CH:13][C:12]=1I>>[Br:10][C:11]1[CH:16]=[C:15]([C:17]([F:18])([F:19])[F:20])[CH:14]=[CH:13][C:12]=1[S:9][C:3]1[CH:4]=[CH:5][C:6]([CH3:8])=[CH:7][C:2]=1[CH3:1]. Procedure: Prepared from 2,4-dimethyl-benzenethiol and 2-bromo-1-iodo-4-trifluoromethyl-benzene. The reactants are C(C)OC(CC1=CC(=CC2=CC=CC=C12)N1CCN(C2(CC2)C1)CC1=CC=CC=C1)=O.C(C1=CC=CC=C1)N1C2(CC2)CN(CC1)C=1C=C(C2=CC=CC=C2C1)CC(=O)N (2-[3-(4-Benzyl-4,7-diaza-spiro[2.5]oct-7-yl)-naphthalen-1-yl]-acetamide [3-(4-Benzyl-4,7-diaza-spiro[2.5]oct-7-yl)-naphthalen-1-yl]-acetic acid ethyl ester), C(=O)N (formamide), C[O-].[Na+] (NaOMe), solution. Solvent: CN(C)C=O (DMF), CO (MeOH). Run at temperature 105 celsius, time 30 minute. Yields the product C1CC12NCCN(C2)C=2C=C(C1=CC=CC=C1C2)C=2C(NC(C2C2=CN(C1=CC=CC=C21)C)=O)=O (3-[3-(4,7-Diaza-spiro[2.5]oct-7-yl)-naphthalen-1-yl]-4-(1-methyl-1H-indol-3-yl)-pyrrole-2,5-dione). As a reaction SMILES: C(O[C:4](=[O:31])[CH2:5][C:6]1[C:15]2[C:10](=[CH:11][CH:12]=[CH:13][CH:14]=2)[CH:9]=[C:8]([N:16]2[CH2:23][C:20]3([CH2:22][CH2:21]3)[N:19](CC3C=CC=CC=3)[CH2:18][CH2:17]2)[CH:7]=1)C.C(N1CCN(C2[CH:48]=[C:49]([CH2:57][C:58]([NH2:60])=[O:59])[C:50]3[C:55](C=2)=[CH:54][CH:53]=[CH:52][CH:51]=3)CC21CC2)C1C=CC=CC=1.[CH:61]([NH2:63])=O.C[O-].[Na+]>CN(C=O)C.CO>[CH2:21]1[C:20]2([CH2:23][N:16]([C:8]3[CH:7]=[C:6]([C:5]4[C:4](=[O:31])[NH:60][C:58](=[O:59])[C:57]=4[C:49]4[C:50]5[C:55](=[CH:54][CH:53]=[CH:52][CH:51]=5)[N:63]([CH3:61])[CH:48]=4)[C:15]4[C:10]([CH:9]=3)=[CH:11][CH:12]=[CH:13][CH:14]=4)[CH2:17][CH2:18][NH:19]2)[CH2:22]1 |f:0.1,3.4|. Reported procedure: 2-[3-(4-Benzyl-4,7-diaza-spiro[2.5]oct-7-yl)-naphthalen-1-yl]-acetamide [3-(4-Benzyl-4,7-diaza-spiro[2.5]oct-7-yl)-naphthalen-1-yl]-acetic acid ethyl ester (347 mg, 0.84 mmol) and formamide (126 mg, 2.80 mmol) are dissolved under an atmosphere of argon in DMF (1 ml). The solution is heated to 105° C., and NaOMe (155 μL of a 5.4 M solution in MeOH, 45 mg, 0.84 mmol) is added dropwise during 15 minutes. After 30 minutes at 105° C., TLC analysis indicates complete consumption of starting material. ... Reactants: C1CCC2=NCCCN2CC1, COCCOC, COc1cc(-c2nc(N)nc(S(C)(=O)=O)c2C#N)cc(OC)c1OC, Oc1ccccc1. Product: COc1cc(-c2nc(N)nc(Oc3ccccc3)c2C#N)cc(OC)c1OC. Reaction SMILES: [CH2:33]1[CH2:34][CH2:35][C:36]2=[N:41][CH2:40][CH2:39][CH2:38][N:37]2[CH2:42][CH2:43]1.[CH3:44][O:45][CH2:46][CH2:47][O:48][CH3:49].[NH2:1][c:2]1[n:3][c:4](-[c:14]2[cH:15][c:16]([O:24][CH3:25])[c:17]([O:22][CH3:23])[c:18]([O:20][CH3:21])[cH:19]2)[c:5]([C:12]#[N:13])[c:6]([S:8]([CH3:9])(=[O:10])=[O:11])[n:7]1.[OH:26][c:27]1[cH:28][cH:29][cH:30][cH:31][cH:32]1>>[NH2:1][c:2]1[n:3][c:4](-[c:14]2[cH:15][c:16]([O:24][CH3:25])[c:17]([O:22][CH3:23])[c:18]([O:20][CH3:21])[cH:19]2)[c:5]([C:12]#[N:13])[c:6]([O:26][c:27]2[cH:28][cH:29][cH:30][cH:31][cH:32]2)[n:7]1. Starting materials: O=C(O)c1cc(OC2CCCCC2)ncn1, Cc1cc(S(N)(=O)=O)ccc1N. The product is Cc1cc(S(N)(=O)=O)ccc1NC(=O)c1cc(OC2CCCCC2)ncn1. RXN SMILES: [CH:1]1([O:7][c:8]2[cH:9][c:10]([C:14](=[O:15])[OH:16])[n:11][cH:12][n:13]2)[CH2:2][CH2:3][CH2:4][CH2:5][CH2:6]1.[NH2:17][c:18]1[c:19]([CH3:28])[cH:20][c:21]([S:24](=[O:25])(=[O:26])[NH2:27])[cH:22][cH:23]1>>[CH:1]1([O:7][c:8]2[cH:9][c:10]([C:14](=[O:16])[NH:17][c:18]3[c:19]([CH3:28])[cH:20][c:21]([S:24](=[O:25])(=[O:26])[NH2:27])[cH:22][cH:23]3)[n:11][cH:12][n:13]2)[CH2:2][CH2:3][CH2:4][CH2:5][CH2:6]1. Starting materials: CC1([C@@H](N2[C@H](S1)[C@@H](C2=O)NC(=O)CC=3C=CC=CC3)C(=O)[O-])C.[K+] (penicillin), CC1([C@@H](N2[C@H](S1)[C@@H](C2=O)NC(=O)CC=3C=CC=CC3)C(=O)O)C (penicillin G). Solvent: P(=O)([O-])([O-])[O-] (phosphate). Yields the product CC1([C@@H](N2[C@H](S1)[C@@H](C2=O)N)C(=O)O)C (6-amino-penicillanic acid). As a reaction SMILES: [CH3:1][C:2]1([CH3:23])[S:6][C@@H:5]2[C@H:7]([NH:10]C(CC3C=CC=CC=3)=O)[C:8](=[O:9])[N:4]2[C@H:3]1[C:20]([O-:22])=[O:21].[K+].CC1(C)S[C@@H]2[C@H](NC(CC3C=CC=CC=3)=O)C(=O)N2[C@H]1C(O)=O>P([O-])([O-])([O-])=O>[CH3:1][C:2]1([CH3:23])[S:6][C@@H:5]2[C@H:7]([NH2:10])[C:8](=[O:9])[N:4]2[C@H:3]1[C:20]([OH:22])=[O:21] |f:0.1|. Procedure details: The enzymatic activity of the penicillin amidase-support complex obtained is determined by contacting 0.5 g. of complex with 40 ml. of a 20 g./l. penicillin G solution in 0.1 M phosphate buffer, of pH 7.5, at 30° C., for 30 minutes. The complex is then removed by filtration and the 6-amino-penicillanic acid (6-APA) formed determined in the filtrate. The enzymatic activity of the complex is 50 U/g. (the unit "U" is the amount of complex which hydrolyzes 1 mircomol of penicillin G per minute). Starting materials: O=C([O-])[O-], COC(=O)C1=C(OS(=O)(=O)C(F)(F)F)c2ccccc2S(=O)(=O)N1Cc1ccc2c(c1)OCO2, COc1cc(B(O)O)cc(OC)c1OC, Cc1ccccc1, CCOC(C)=O, [K+], [K+], CN(C)C=O. Yields the product COC(=O)C1=C(c2cc(OC)c(OC)c(OC)c2)c2ccccc2S(=O)(=O)N1Cc1ccc2c(c1)OCO2. As a reaction SMILES: [C:50](=[O:51])([O-:52])[O-:53].[CH3:1][O:2][C:3](=[O:4])[C:5]1=[C:10]([O:11][S:12]([C:13]([F:14])([F:15])[F:16])(=[O:17])=[O:18])[c:9]2[c:8]([cH:22][cH:21][cH:20][cH:19]2)[S:7](=[O:23])(=[O:24])[N:6]1[CH2:25][c:26]1[cH:27][c:28]2[c:29]([cH:33][cH:34]1)[O:30][CH2:31][O:32]2.[CH3:35][O:36][c:37]1[cH:38][c:39]([B:47]([OH:48])[OH:49])[cH:40][c:41]([O:45][CH3:46])[c:42]1[O:43][CH3:44].[CH3:56][c:57]1[cH:58][cH:59][cH:60][cH:61][cH:62]1.[CH3:68][CH2:69][O:70][C:71](=[O:72])[CH3:73].[K+:54].[K+:55].[O:63]=[CH:64][N:65]([CH3:66])[CH3:67]>>[CH3:1][O:2][C:3](=[O:4])[C:5]1=[C:10]([c:39]2[cH:38][c:37]([O:36][CH3:35])[c:42]([O:43][CH3:44])[c:41]([O:45][CH3:46])[cH:40]2)[c:9]2[c:8]([cH:22][cH:21][cH:20][cH:19]2)[S:7](=[O:23])(=[O:24])[N:6]1[CH2:25][c:26]1[cH:27][c:28]2[c:29]([cH:33][cH:34]1)[O:30][CH2:31][O:32]2. Reactants: C(C)(C)(C)OC(=O)N1CC(N(CC1)C1=NC(=CC(=N1)C1=CC(=C(C=C1)F)Cl)N1CCN(CC1)C1=NC=CC=C1C(F)(F)F)=O (4-{4-(3-chloro-4-fluoro-phenyl)-6-[4-(3-trifluoromethyl-pyridin-2-yl)-piperazin-1-yl]-pyrimidin-2-yl}-3-oxo-piperazine-1-carboxylic acid tert-butyl ester), Cl.O1CCOCC1 (HCl dioxane). The product is ClC=1C=C(C=CC1F)C1=NC(=NC(=C1)N1CCN(CC1)C1=NC=CC=C1C(F)(F)F)N1C(CN(CC1)CCC)=O (1-{4-(3-Chloro-4-fluoro-phenyl)-6-[4-(3-trifluoromethyl-pyridin-2-yl)-piperazin-1-yl]-pyrimidin-2-yl}-4-propyl-piperazin-2-one). As a reaction SMILES: C(O[C:6]([N:8]1[CH2:13][CH2:12][N:11]([C:14]2[N:19]=[C:18]([C:20]3[CH:25]=[CH:24][C:23]([F:26])=[C:22]([Cl:27])[CH:21]=3)[CH:17]=[C:16]([N:28]3[CH2:33][CH2:32][N:31]([C:34]4[C:39]([C:40]([F:43])([F:42])[F:41])=[CH:38][CH:37]=[CH:36][N:35]=4)[CH2:30][CH2:29]3)[N:15]=2)[C:10](=[O:44])[CH2:9]1)=O)(C)(C)C.Cl.O1CCO[CH2:48][CH2:47]1>>[Cl:27][C:22]1[CH:21]=[C:20]([C:18]2[CH:17]=[C:16]([N:28]3[CH2:33][CH2:32][N:31]([C:34]4[C:39]([C:40]([F:42])([F:43])[F:41])=[CH:38][CH:37]=[CH:36][N:35]=4)[CH2:30][CH2:29]3)[N:15]=[C:14]([N:11]3[CH2:12][CH2:13][N:8]([CH2:6][CH2:47][CH3:48])[CH2:9][C:10]3=[O:44])[N:19]=2)[CH:25]=[CH:24][C:23]=1[F:26] |f:1.2|. Procedure details: Treat 4-{4-(3-chloro-4-fluoro-phenyl)-6-[4-(3-trifluoromethyl-pyridin-2-yl)-piperazin-1-yl]-pyrimidin-2-yl}-3-oxo-piperazine-1-carboxylic acid tert-butyl ester with HCl/dioxane (4M) using the procedure described in Example 1-J step 3 to afford the title piperazine-one. Starting materials: Cl (hydrochloric acid), OO (hydrogen peroxide), Cl(=O)[O-].[Na+] (sodium chlorite), O.O.P(=O)(O)(O)[O-].[Na+] (sodium dihydrogen phosphate dihydrate), C(C1=CC=CC=C1)OC=1C(=CC2=C(OCCO2)C1)C=O (7-(benzyloxy)-2,3-dihydrobenzo[1,4]dioxine-6-carbaldehyde). Solvent: O (water), O (water), C(C)#N (acetonitrile), O (water), C(C)(=O)OCC (ethyl acetate). Run at time 15 minute. Product: C(C1=CC=CC=C1)OC=1C(=CC2=C(OCCO2)C1)C(=O)O (7-(benzyloxy)-2,3-dihydrobenzo[1,4]dioxine-6-carboxylic acid). Yield: 100.3%. As a reaction SMILES: O.O.P([O-])(O)(O)=O.[Na+].[CH2:9]([O:16][C:17]1[C:18]([CH:27]=[O:28])=[CH:19][C:20]2[O:25][CH2:24][CH2:23][O:22][C:21]=2[CH:26]=1)[C:10]1[CH:15]=[CH:14][CH:13]=[CH:12][CH:11]=1.OO.Cl([O-])=[O:32].[Na+].Cl>C(OCC)(=O)C.O.C(#N)C>[CH2:9]([O:16][C:17]1[C:18]([C:27]([OH:32])=[O:28])=[CH:19][C:20]2[O:25][CH2:24][CH2:23][O:22][C:21]=2[CH:26]=1)[C:10]1[CH:11]=[CH:12][CH:13]=[CH:14][CH:15]=1 |f:0.1.2.3,6.7|. Procedure: A water (0.60 mL) solution of sodium dihydrogen phosphate dihydrate (0.50 g) was added to an acetonitrile (1.6 mL) suspension of the obtained 7-(benzyloxy)-2,3-dihydrobenzo[1,4]dioxine-6-carbaldehyde (0.32 g), and a 30% hydrogen peroxide solution (0.20 mL) and a water (0.30 mL) solution of sodium chlorite (0.17 g) were sequentially added thereto under ice-cooling, followed by stirring at the same temperature for 15 minutes and then at room temperature for 1 hour and 30 minutes. The reaction mixt...